This data is from the Open Reaction Database (ORD), a public repository of structured organic reaction records. The task is: describe an organic reaction: reactants, conditions, products, and yield Reactants: [NH4+].[Cl-] (NH4Cl), C(C)(C)[Mg]Cl (i-PrMgCl), [Br-].FC1=CC=C(C(=C1)F)F (2,4,5-trifluorobenzene bromide), C(Cl)[C@@H]1CO1 ((S)-epichlorohydrin). Reagents/catalysts: [Cu]I (CuI). Run in C(C)(=O)OCC (ethyl acetate), C1CCOC1 (THF), C1CCOC1 (THF), C1CCOC1 (THF). Run at temperature 0 celsius, time 1 hour. Product: FC1=C(C=C(C(=C1)F)F)C[C@@H](CCl)O ((2S)-3-(2,4,5-trifluorophenyl)-1-chloro-2-propanol). RXN SMILES: C([Mg]Cl)(C)C.[Br-].[F:7][C:8]1[CH:13]=[C:12]([F:14])[C:11]([F:15])=[CH:10][CH:9]=1.[CH2:16]([C@H:18]1[O:20][CH2:19]1)[Cl:17].[NH4+].[Cl-]>C1COCC1.[Cu]I.C(OCC)(=O)C>[F:7][C:8]1[CH:13]=[C:12]([F:14])[C:11]([F:15])=[CH:10][C:9]=1[CH2:19][C@H:18]([OH:20])[CH2:16][Cl:17] |f:1.2,4.5|. Reported procedure: 2N i-PrMgCl (26 ml) suspended in THF was added dripwise to the 2,4,5-trifluorobenzene bromide (9.55 g) dissolved in THF (30 ml) at −15° C. for 60 min. CuI (0.72 g) was added thereto at −15° C., and heated to −10° C. (S)-epichlorohydrin (4.1 ml) dissolved in THF (40 ml) was added slowly to the resulting mixture, and stirred at 0° C. for 1 hour. Satuated NH4Cl (50 ml) and ethyl acetate (50 ml) were added to the resulting mixture, and the organic layer formed thereafter was separated. The separated...